The task is: describe an organic reaction: reactants, conditions, products, and yield. This data is from the Open Reaction Database (ORD), a public repository of structured organic reaction records. Starting materials: CC(C)OC=1C=CC2=C(C1)OC=C(C2=O)C=3C=CC=CC3 (Ipriflavon), cyclodextrin, CC(C)OC=1C=CC2=C(C1)OC=C(C2=O)C=3C=CC=CC3 (Ipriflavon), C([C@@H]1[C@@H]2[C@@H]([C@H]([C@H](O1)O[C@@H]3[C@H](O[C@@H]([C@@H]([C@H]3O)O)O[C@@H]4[C@H](O[C@@H]([C@@H]([C@H]4O)O)O[C@@H]5[C@H](OC([C@@H]([C@H]5O)O)OC6[C@H](OC([C@@H]([C@H]6O)O)C7[C@H](OC([C@@H]([C@H]7O)O)O[C@@H]8[C@H](O[C@@H]([C@@H]([C@H]8O)O)O[C@@H]9[C@H](O[C@H](O2)[C@@H]([C@H]9O)O)CO)CO)CO)CO)CO)CO)CO)O)O)O (γ-cyclodextrin). The product is CC(C)OC=1C=CC2=C(C1)OC=C(C2=O)C=3C=CC=CC3.C([C@@H]1[C@@H]2[C@@H]([C@H]([C@H](O1)O[C@@H]3[C@H](O[C@@H]([C@@H]([C@H]3O)O)O[C@@H]4[C@H](O[C@@H]([C@@H]([C@H]4O)O)O[C@@H]5[C@H](OC([C@@H]([C@H]5O)O)OC6[C@H](OC([C@@H]([C@H]6O)O)C7[C@H](OC([C@@H]([C@H]7O)O)O[C@@H]8[C@H](O[C@@H]([C@@H]([C@H]8O)O)O[C@@H]9[C@H](O[C@H](O2)[C@@H]([C@H]9O)O)CO)CO)CO)CO)CO)CO)CO)O)O)O (Ipriflavon γ-cyclodextrin). As a reaction SMILES: [CH3:1][CH:2]([O:4][C:5]1[CH:6]=[CH:7][C:8]2[C:14](=[O:15])[C:13]([C:16]3[CH:17]=[CH:18][CH:19]=[CH:20][CH:21]=3)=[CH:12][O:11][C:9]=2[CH:10]=1)[CH3:3].[CH2:22]([OH:108])[C@H:23]1[O:28][C@@H:27]2[O:29][C@H:30]3[C@H:35]([OH:36])[C@@H:34]([OH:37])[C@@H:33]([O:38][C@H:39]4[C@H:44]([OH:45])[C@@H:43]([OH:46])[C@@H:42]([O:47][C@H:48]5[C@H:53]([OH:54])[C@@H:52]([OH:55])[CH:51]([O:56][CH:57]6[C@H:62]([OH:63])[C@@H:61]([OH:64])[CH:60]([CH:65]7[C@H:70]([OH:71])[C@@H:69]([OH:72])[CH:68]([O:73][C@H:74]8[C@H:79]([OH:80])[C@@H:78]([OH:81])[C@@H:77]([O:82][C@H:83]9[C@H:89]([OH:90])[C@@H:88]([OH:91])[C@@H:86]([O:87][C@H:24]1[C@H:25]([OH:107])[C@H:26]2[OH:106])[O:85][C@@H:84]9[CH2:92][OH:93])[O:76][C@@H:75]8[CH2:94][OH:95])[O:67][C@@H:66]7[CH2:96][OH:97])[O:59][C@@H:58]6[CH2:98][OH:99])[O:50][C@@H:49]5[CH2:100][OH:101])[O:41][C@@H:40]4[CH2:102][OH:103])[O:32][C@@H:31]3[CH2:104][OH:105]>>[CH3:3][CH:2]([O:4][C:5]1[CH:6]=[CH:7][C:8]2[C:14](=[O:15])[C:13]([C:16]3[CH:21]=[CH:20][CH:19]=[CH:18][CH:17]=3)=[CH:12][O:11][C:9]=2[CH:10]=1)[CH3:1].[CH2:22]([OH:108])[C@H:23]1[O:28][C@@H:27]2[O:29][C@H:30]3[C@H:35]([OH:36])[C@@H:34]([OH:37])[C@@H:33]([O:38][C@H:39]4[C@H:44]([OH:45])[C@@H:43]([OH:46])[C@@H:42]([O:47][C@H:48]5[C@H:53]([OH:54])[C@@H:52]([OH:55])[CH:51]([O:56][CH:57]6[C@H:62]([OH:63])[C@@H:61]([OH:64])[CH:60]([CH:65]7[C@H:70]([OH:71])[C@@H:69]([OH:72])[CH:68]([O:73][C@H:74]8[C@H:79]([OH:80])[C@@H:78]([OH:81])[C@@H:77]([O:82][C@H:83]9[C@H:89]([OH:90])[C@@H:88]([OH:91])[C@@H:86]([O:87][C@H:24]1[C@H:25]([OH:107])[C@H:26]2[OH:106])[O:85][C@@H:84]9[CH2:92][OH:93])[O:76][C@@H:75]8[CH2:94][OH:95])[O:67][C@@H:66]7[CH2:96][OH:97])[O:59][C@@H:58]6[CH2:98][OH:99])[O:50][C@@H:49]5[CH2:100][OH:101])[O:41][C@@H:40]4[CH2:102][OH:103])[O:32][C@@H:31]3[CH2:104][OH:105] |f:2.3|. Procedure details: 0.5 g (1.78 mmoles) of Ipriflavon were dissolved in 50 ml of 96% ethanol and the solutions thus obtained was added dropwise to the solution of 8.0 g (5.35 mmoles) of γ-cyclodextrin of 13.3% moisture content in 50 ml of distilled water, during 2 hours, then the mixture left to cool to room temperature. After a further 16-hour intensive stirring the product obtained was filtered and dried for 24 hours at 60° C. to give 5.5 g of product. Ipriflavon content: 7.9% by weight, molar ratio of Ipriflavon...